Dataset: the Open Reaction Database (ORD), a public repository of structured organic reaction records. Task: describe an organic reaction: reactants, conditions, products, and yield The reactants are O=C([O-])O, CC1COCCN1c1cc(CS(=O)(=O)c2ccccc2)nc(-c2ccc(N)cc2)n1, O=C(Cl)Oc1ccccc1, [Na+], C1COCCO1. Product: CC1COCCN1c1cc(CS(=O)(=O)c2ccccc2)nc(-c2ccc(NC(=O)Oc3ccccc3)cc2)n1. Reaction SMILES: [C:31](=[O:32])([OH:33])[O-:34].[CH3:1][CH:2]1[CH2:3][O:4][CH2:5][CH2:6][N:7]1[c:8]1[n:9][c:10](-[c:24]2[cH:25][cH:26][c:27]([NH2:30])[cH:28][cH:29]2)[n:11][c:12]([CH2:14][S:15](=[O:16])(=[O:17])[c:18]2[cH:19][cH:20][cH:21][cH:22][cH:23]2)[cH:13]1.[Cl:36][C:37](=[O:38])[O:39][c:40]1[cH:41][cH:42][cH:43][cH:44][cH:45]1.[Na+:35].[O:46]1[CH2:47][CH2:48][O:49][CH2:50][CH2:51]1>>[CH3:1][CH:2]1[CH2:3][O:4][CH2:5][CH2:6][N:7]1[c:8]1[n:9][c:10](-[c:24]2[cH:25][cH:26][c:27]([NH:30][C:37](=[O:38])[O:39][c:40]3[cH:41][cH:42][cH:43][cH:44][cH:45]3)[cH:28][cH:29]2)[n:11][c:12]([CH2:14][S:15](=[O:16])(=[O:17])[c:18]2[cH:19][cH:20][cH:21][cH:22][cH:23]2)[cH:13]1. Starting materials: C([O-])([O-])=O.[Cs+].[Cs+] (cesium carbonate), Pd2(dba)2, C=1C=CC(=CC1)P(C=2C=CC=CC2)C3=CC=C4C=CC=CC4=C3C5=C6C=CC=CC6=CC=C5P(C=7C=CC=CC7)C=8C=CC=CC8 (BINAP), N1(CCOCC1)C1=CC=C(C=C1)NC(=O)C1=NC2=C(C=C(C=C2C(=C1)OCOCC[Si](C)(C)C)OC)Br (8-Bromo-6-methoxy-4-(2-trimethylsilanyl-ethoxymethoxy)-quinoline-2-carboxylic acid (4-morpholin-4-yl-phenyl)-amide), N1(CCOCC1)C1=CC=C(C=C1)[NH-] ((4-morpholin-4-yl-phenyl)-amide), CN1CCNCCC1 (N-methyl homopiperazine). Run in C1(=CC=CC=C1)C (toluene). Yields the product N1(CCOCC1)C1=CC=C(C=C1)NC(=O)C1=NC2=C(C=C(C=C2C(=C1)OCOCC[Si](C)(C)C)OC)N1CCN(CCC1)C (6-Methoxy-8-(4-methyl-[1,4]diazepan-1-yl)-4-(2-trimethylsilanyl-ethoxymethoxy)-quinoline-2-carboxylic acid (4-morpholin-4-yl-phenyl)-amide). Yield: 81.0%. As a reaction SMILES: [N:1]1([C:7]2[CH:12]=[CH:11][C:10]([NH:13][C:14]([C:16]3[CH:25]=[C:24]([O:26][CH2:27][O:28][CH2:29][CH2:30][Si:31]([CH3:34])([CH3:33])[CH3:32])[C:23]4[C:18](=[C:19](Br)[CH:20]=[C:21]([O:35][CH3:36])[CH:22]=4)[N:17]=3)=[O:15])=[CH:9][CH:8]=2)[CH2:6][CH2:5][O:4][CH2:3][CH2:2]1.N1(C2C=CC([NH-])=CC=2)CCOCC1.[CH3:51][N:52]1[CH2:58][CH2:57][CH2:56][NH:55][CH2:54][CH2:53]1.C1C=CC(P(C2C(C3C(P(C4C=CC=CC=4)C4C=CC=CC=4)=CC=C4C=3C=CC=C4)=C3C(C=CC=C3)=CC=2)C2C=CC=CC=2)=CC=1.C(=O)([O-])[O-].[Cs+].[Cs+]>C1(C)C=CC=CC=1>[N:1]1([C:7]2[CH:12]=[CH:11][C:10]([NH:13][C:14]([C:16]3[CH:25]=[C:24]([O:26][CH2:27][O:28][CH2:29][CH2:30][Si:31]([CH3:34])([CH3:33])[CH3:32])[C:23]4[C:18](=[C:19]([N:55]5[CH2:56][CH2:57][CH2:58][N:52]([CH3:51])[CH2:53][CH2:54]5)[CH:20]=[C:21]([O:35][CH3:36])[CH:22]=4)[N:17]=3)=[O:15])=[CH:9][CH:8]=2)[CH2:6][CH2:5][O:4][CH2:3][CH2:2]1 |f:4.5.6|. Procedure: To a yellow-green suspension of 8-bromo-6-methoxy-4-(2-trimethylsilanyl-ethoxymethoxy)-quinoline-2-carboxylic acid (Reference Example 27c) (4-morpholin-4-yl-phenyl)-amide (1.155 g, 1.96 mmol), N-methyl homopiperazine (0.39 mL, 3.14 mmol), and 4 Å sieves in 30 mL anhydrous toluene was added Pd2(dba)2 (90.0 mg, 0.098 mmol) and BINAP (0.358 g, 0.58 mmol). The resulting reddish brown mixture became lighter in color upon treatment with cesium carbonate (2.544 g, 7.81 mmol). The reaction mixture was h... Reactants: N=1N=C(NC1)S(=O)CC1=CC=C(C(=O)OC)C=C1 (methyl 4-((4H-1,2,4-triazol-3-ylsulfinyl)methyl)benzoate), N=1N=C(NC1)S(=O)(=O)CC1=CC=C(C(=O)OC)C=C1 (methyl 4-((4H-1,2,4-triazol-3-ylsulfonyl)methyl)benzoate), N=1N=C(NC1)SCC1=CC=C(C(=O)OC)C=C1 (methyl 4-((4H-1,2,4-triazol-3-ylthio)methyl)benzoate), BrCC1=CC=C(C(=O)OC)C=C1 (methyl 4-(bromomethyl)benzoate), N=1N=C(NC1)S (4H-1,2,4-triazole-3-thiol). Yields the product N=1N=C(NC1)S(=O)CC1=CC=C(C(=O)O)C=C1 (4-((4H-1,2,4-triazol-3-ylsulfinyl)methyl)benzoic acid), N=1N=C(NC1)S(=O)(=O)CC1=CC=C(C(=O)O)C=C1 (4-((4H-1,2,4-triazol-3-ylsulfonyl)methyl)benzoic acid). Reaction SMILES: BrCC1C=CC(C(OC)=O)=CC=1.N1N=C(S)NC=1.N1N=C(SCC2C=CC(C(OC)=O)=CC=2)NC=1.[N:36]1[N:37]=[C:38]([S:41]([CH2:43][C:44]2[CH:53]=[CH:52][C:47]([C:48]([O:50]C)=[O:49])=[CH:46][CH:45]=2)=[O:42])[NH:39][CH:40]=1.[N:54]1[N:55]=[C:56]([S:59]([CH2:62][C:63]2[CH:72]=[CH:71][C:66]([C:67]([O:69]C)=[O:68])=[CH:65][CH:64]=2)(=[O:61])=[O:60])[NH:57][CH:58]=1>>[N:36]1[N:37]=[C:38]([S:41]([CH2:43][C:44]2[CH:53]=[CH:52][C:47]([C:48]([OH:50])=[O:49])=[CH:46][CH:45]=2)=[O:42])[NH:39][CH:40]=1.[N:54]1[N:55]=[C:56]([S:59]([CH2:62][C:63]2[CH:72]=[CH:71][C:66]([C:67]([OH:69])=[O:68])=[CH:65][CH:64]=2)(=[O:61])=[O:60])[NH:57][CH:58]=1. Procedure details: 500 mg of methyl 4-(bromomethyl)benzoate was reacted with 4H-1,2,4-triazole-3-thiol via Procedure Q. 542 mg of methyl 4-((4H-1,2,4-triazol-3-ylthio)methyl)benzoate was subsequently reacted via Procedure R to give an approximate 1:9 mixture of methyl 4-((4H-1,2,4-triazol-3-ylsulfinyl)methyl)benzoate and methyl 4-((4H-1,2,4-triazol-3-ylsulfonyl)methyl)benzoate. The mixture of 467 mg was hydrolyzed via Procedure M to give 4-((4H-1,2,4-triazol-3-ylsulfinyl)methyl)benzoic acid and 4-((4H-1,2,4-triazo... Starting materials: ClC=1C(=NC(=NC1)C1=NN(C2=NC=C(C=C21)F)C(C2=CC=CC=C2)(C2=CC=CC=C2)C2=CC=CC=C2)NC2C(C1CCC2CC1)C(=O)OC (methyl 3-((5-chloro-2-(5-fluoro-1-trityl-1H-pyrazolo[3,4-b]pyridin-3-yl)pyrimidin-4-yl)amino)bicyclo[2.2.2]octane-2-carboxylate), [SiH](CC)(CC)CC (Et3SiH), FC(C(=O)O)(F)F (trifluoroacetic acid). Solvent: C(Cl)Cl (CH2Cl2). The product is ClC=1C(=NC(=NC1)C1=NNC2=NC=C(C=C21)F)NC2C(C1CCC2CC1)C(=O)OC (methyl 3-((5-chloro-2-(5-fluoro-1H-pyrazolo[3,4-b]pyridin-3-yl)pyrimidin-4-yl)amino)bicyclo[2.2.2]octane-2-carboxylate). Yield: 66.0%. RXN SMILES: [Cl:1][C:2]1[C:3]([NH:37][CH:38]2[CH:43]3[CH2:44][CH2:45][CH:40]([CH2:41][CH2:42]3)[CH:39]2[C:46]([O:48][CH3:49])=[O:47])=[N:4][C:5]([C:8]2[C:16]3[C:11](=[N:12][CH:13]=[C:14]([F:17])[CH:15]=3)[N:10](C(C3C=CC=CC=3)(C3C=CC=CC=3)C3C=CC=CC=3)[N:9]=2)=[N:6][CH:7]=1.[SiH](CC)(CC)CC.FC(F)(F)C(O)=O>C(Cl)Cl>[Cl:1][C:2]1[C:3]([NH:37][CH:38]2[CH:43]3[CH2:42][CH2:41][CH:40]([CH2:45][CH2:44]3)[CH:39]2[C:46]([O:48][CH3:49])=[O:47])=[N:4][C:5]([C:8]2[C:16]3[C:11](=[N:12][CH:13]=[C:14]([F:17])[CH:15]=3)[NH:10][N:9]=2)=[N:6][CH:7]=1. Procedure: To a solution of (+/−)-trans-(2,3)-methyl 3-((5-chloro-2-(5-fluoro-1-trityl-1H-pyrazolo[3,4-b]pyridin-3-yl)pyrimidin-4-yl)amino)bicyclo[2.2.2]octane-2-carboxylate, 38, (0.85 g, 1.26 mmol) in CH2Cl2 (42.5 mL) at room temperature was added Et3SiH (1.00 mL, 6.32 mmol) followed by trifluoroacetic acid (0.97 mL, 12.60 mmol). The reaction was stirred at room temperature. After the reaction was complete, as judged by LC-MS, the solution was concentrated in vacuo. Careful flash chromatography (SiO2, 0-7...